From a dataset of the Open Reaction Database (ORD), a public repository of structured organic reaction records. describe an organic reaction: reactants, conditions, products, and yield Reactants: [H-].[Na+] (NaH), BrC1=CC(=C(C(=C1)CC)O)Cl (4-Bromo-2-chloro-6-ethyl-phenol), COCCOCCl (2-Methoxyethoxymethyl chloride). The solvent is C1CCOC1 (THF), C1CCOC1 (THF). Reaction conditions: time 30 minute. The product is BrC=1C=C(C(=C(C1)Cl)OCOCCOC)CC (5-Bromo-1-chloro-3-ethyl-2-(2-methoxy-ethoxymethoxy)-benzene). Isolated yield 76.0%. RXN SMILES: [Br:1][C:2]1[CH:7]=[C:6]([CH2:8][CH3:9])[C:5]([OH:10])=[C:4]([Cl:11])[CH:3]=1.[H-].[Na+].[CH3:14][O:15][CH2:16][CH2:17][O:18][CH2:19]Cl>C1COCC1>[Br:1][C:2]1[CH:7]=[C:6]([CH2:8][CH3:9])[C:5]([O:10][CH2:14][O:15][CH2:16][CH2:17][O:18][CH3:19])=[C:4]([Cl:11])[CH:3]=1 |f:1.2|. Procedure: A solution of 4-Bromo-2-chloro-6-ethyl-phenol dissolved in THF (10 mL) was added to a cooled 0° C. suspension of NaH (0.43 g, 10.8 mmol, 60% dispersion in mineral oil) in THF (20 ml). After the addition was complete the reaction mixture was warmed up to room temperature and stirred for 30 mins. 2-Methoxyethoxymethyl chloride (1.34 mL, 11.7 mmol) was added and the reaction was stirred for 15 hours. The reaction mixture was quenched with 1N HCl and extracted with EtOAc. The organic layers were was... The reactants are N1=C(C=CC=C1)OCCN (2-(2-pyridinyloxy) ethylamine), C(\C=C\C(=O)O)(=O)O (fumaric acid), I.CSC1=NC2=CC=CC=3C2=C1C=CC3 (2-methylthiobenz(cd)indole hydriodide), C(C)O (ethanol). The solvent is CC(=O)C (acetone), CC(=O)C (acetone). The product is C(\C=C\C(=O)O)(=O)O.N1=C(C=CC=C1)OCCNC1=NC2=CC=CC=3C2=C1C=CC3 (N-(2-(2-Pyridinyloxy)ethyl)benz(cd)indol-2-amine fumarate). RXN SMILES: [N:1]1[CH:6]=[CH:5][CH:4]=[CH:3][C:2]=1[O:7][CH2:8][CH2:9][NH2:10].I.CS[C:14]1[C:22]2[CH:23]=[CH:24][CH:25]=[C:20]3[C:21]=2[C:16](=[CH:17][CH:18]=[CH:19]3)[N:15]=1.C(O)C.[C:29]([OH:36])(=[O:35])/[CH:30]=[CH:31]/[C:32]([OH:34])=[O:33]>CC(C)=O>[C:29]([OH:36])(=[O:35])/[CH:30]=[CH:31]/[C:32]([OH:34])=[O:33].[N:1]1[CH:6]=[CH:5][CH:4]=[CH:3][C:2]=1[O:7][CH2:8][CH2:9][NH:10][C:14]1[C:22]2[CH:23]=[CH:24][CH:25]=[C:20]3[C:21]=2[C:16](=[CH:17][CH:18]=[CH:19]3)[N:15]=1 |f:1.2,6.7|. Procedure: A mixture consisting of 3.0 grams of 2-(2-pyridinyloxy) ethylamine, 6.5 grams of 2-methylthiobenz(cd)indole hydriodide, and 150 ml of ethanol was stirred and heated under reflux, utilizing the conditions of Example 16. The crude free base (weight, 7.1 grams) was dissolved in 20 ml of acetone and added to a stirred boiling solution of 5.5 grams of fumaric acid in 1200 ml of acetone. After cooling the precipitate of the title compound was collected, washed with acetone, and dried; yield, 7.6 grams... Procedure: The entitled compound was obtained as a white solid in the same manner as in Example 1-1 but using 5-hydroxyindole-2-carboxylic acid and 4-[2-(diethylamino)ethoxy]aniline. Yields the product C(C1=CC=CC=C1)OC=1C=C2C=C(NC2=CC1)C(=O)NC1=CC=C(C=C1)OCCN(CC)CC (5-(benzyloxy)-N-{4-[2-(diethylamino)ethoxy]phenyl}-1H-indole-2-carboxamide). The reactants are OC=1C=C2C=C(NC2=CC1)C(=O)O (5-hydroxyindole-2-carboxylic acid), C(C)N(CCOC1=CC=C(N)C=C1)CC (4-[2-(diethylamino)ethoxy]aniline). RXN SMILES: [OH:1][C:2]1[CH:3]=[C:4]2[C:8](=[CH:9][CH:10]=1)[NH:7][C:6]([C:11]([OH:13])=O)=[CH:5]2.[CH2:14]([N:16]([CH2:27][CH3:28])[CH2:17][CH2:18][O:19][C:20]1[CH:26]=[CH:25][C:23]([NH2:24])=[CH:22][CH:21]=1)[CH3:15]>>[CH2:5]([O:1][C:2]1[CH:3]=[C:4]2[C:8](=[CH:9][CH:10]=1)[NH:7][C:6]([C:11]([NH:24][C:23]1[CH:22]=[CH:21][C:20]([O:19][CH2:18][CH2:17][N:16]([CH2:14][CH3:15])[CH2:27][CH3:28])=[CH:26][CH:25]=1)=[O:13])=[CH:5]2)[C:4]1[CH:8]=[CH:9][CH:10]=[CH:2][CH:3]=1. The reactants are O (water), C([O-])([O-])=O.[K+].[K+] (potassium carbonate), C(C(=O)C1=CC=CC=C1)Br (phenacyl bromide), COC1=CC=CC=2C(=COC21)C(=O)O (7-methoxy-benzofuran-3-carboxylic acid), CN(C)C=O (DMF). Run at time 30 minute. Yields the product C1(=CC=CC=C1)C=1N=C(OC1)CC1=COC2=C1C=CC=C2OC (3-((4-phenyloxazole-2-yl)methyl)-7-methoxybenzofuran). Yield: 47.0%. RXN SMILES: [CH3:1][O:2][C:3]1[C:11]2[O:10][CH:9]=[C:8]([C:12](O)=O)[C:7]=2[CH:6]=[CH:5][CH:4]=1.C(=O)([O-])[O-].[K+].[K+].[CH2:21](Br)[C:22]([C:24]1[CH:29]=[CH:28][CH:27]=[CH:26][CH:25]=1)=O.O.C[N:33]([CH:35]=[O:36])C>>[C:24]1([C:22]2[N:33]=[C:35]([CH2:12][C:8]3[C:7]4[CH:6]=[CH:5][CH:4]=[C:3]([O:2][CH3:1])[C:11]=4[O:10][CH:9]=3)[O:36][CH:21]=2)[CH:29]=[CH:28][CH:27]=[CH:26][CH:25]=1 |f:1.2.3|. Procedure details: 7-methoxy-benzofuran-3-carboxylic acid (294 mg) was dissolved in DMF (5 ml). To this solution, potassium carbonate (237 mg) and phenacyl bromide (342 mg) were added, and the resulting solution was stirred at room temperature for 30 minutes. The reaction mixture was poured into water layer (50 ml) and extracted twice with ethyl acetate (20 ml). The organic layers were combined and washed with saturated brine, followed by drying over sodium sulfate. Sodium sulfate was removed by filtration and the... The reactants are FC(OC=C(C(=O)NCCC1=CC(=C(C=C1)O)OC)C1=CC=C(C=C1)C)F (3-difluoromethoxy-N-[2-(4-hydroxy-3-methoxyphenyl)ethyl]-2-(4-methylphenyl)acrylamide), CN(C=O)C (N,N-dimethylformamide), ClCC#C (3-chloropropyne), [H-].[Na+] (sodium hydride). Run in O (Water). The product is FC(OC=C(C(=O)NCCC1=CC(=C(C=C1)OCC#C)OC)C1=CC=C(C=C1)C)F (3-difluoromethoxy-N-[2-{3-methoxy-4-(2-propynyloxy)phenyl}ethyl]-2-(4-methylphenyl)acrylamide). The yield is 43.8%. RXN SMILES: [F:1][CH:2]([F:27])[O:3][CH:4]=[C:5]([C:20]1[CH:25]=[CH:24][C:23]([CH3:26])=[CH:22][CH:21]=1)[C:6]([NH:8][CH2:9][CH2:10][C:11]1[CH:16]=[CH:15][C:14]([OH:17])=[C:13]([O:18][CH3:19])[CH:12]=1)=[O:7].CN(C)C=O.Cl[CH2:34][C:35]#[CH:36].[H-].[Na+]>O>[F:1][CH:2]([F:27])[O:3][CH:4]=[C:5]([C:20]1[CH:25]=[CH:24][C:23]([CH3:26])=[CH:22][CH:21]=1)[C:6]([NH:8][CH2:9][CH2:10][C:11]1[CH:16]=[CH:15][C:14]([O:17][CH2:36][C:35]#[CH:34])=[C:13]([O:18][CH3:19])[CH:12]=1)=[O:7] |f:3.4|. Procedure: Five hundred milligrams (500 mg) of 3-difluoromethoxy-N-[2-(4-hydroxy-3-methoxyphenyl)ethyl]-2-(4-methylphenyl)acrylamide (1.33 mmol), 5 ml of anhydrous N,N-dimethylformamide, 196 mg (2.65 mmol) of 3-chloropropyne and 60 mg (1.46 mmol) of 60% sodium hydride were stirred at room temperature for 2 hours. Water was added to to the reaction mixture, which was followed by extracted with ethyl acetate, washed with 5% hydrochrolic acid, saturated aqueous sodium bicarbonate solution and saturated brine ... The reactants are CC1=C2C(=NC=3C=CC=CC13)CCNCC2 (1,2,4,5-tetrahydro-11-methyl-3H-azepino[4,5-b]quinoline), ClC1=CC=C(C(=O)Cl)C=C1 (4-chloro-benzoyl chloride). The solvent is N1=CC=CC=C1 (pyridine). Yields the product ClC1=CC=C(C(=O)N2CCC3=NC=4C=CC=CC4C(=C3CC2)C)C=C1 (3-(p-Chloro-benzoyl)-1,2,4,5-tetrahydro-11-methyl-3H-azepino[4,5-b]quinoline). Isolated yield 65.0%. Reaction SMILES: [CH3:1][C:2]1[C:11]2[CH:10]=[CH:9][CH:8]=[CH:7][C:6]=2[N:5]=[C:4]2[CH2:12][CH2:13][NH:14][CH2:15][CH2:16][C:3]=12.[Cl:17][C:18]1[CH:26]=[CH:25][C:21]([C:22](Cl)=[O:23])=[CH:20][CH:19]=1>N1C=CC=CC=1>[Cl:17][C:18]1[CH:26]=[CH:25][C:21]([C:22]([N:14]2[CH2:15][CH2:16][C:3]3[C:4](=[N:5][C:6]4[CH:7]=[CH:8][CH:9]=[CH:10][C:11]=4[C:2]=3[CH3:1])[CH2:12][CH2:13]2)=[O:23])=[CH:20][CH:19]=1. Procedure: 3-(p-Chloro-benzoyl)-1,2,4,5-tetrahydro-11-methyl-3H-azepino[4,5-b]quinoline was prepared from 1,2,4,5-tetrahydro-11-methyl-3H-azepino[4,5-b]quinoline and 4-chloro-benzoyl chloride in pyridine.